This data is from the Open Reaction Database (ORD), a public repository of structured organic reaction records. The task is: describe an organic reaction: reactants, conditions, products, and yield Starting materials: 16.4, CC=1NC=CN1 (2-methyl-1H-imidazole), BrC1=CC=C(C=C1)OC (1-bromo-4-methoxybenzene), [K] (potassium). Reagents/catalysts: [Cu]Br (copper (I) bromide). The solvent is CN(C=O)C (N,N-dimethylformamide). Yields the product COC1=CC=C(C=C1)N1C(=NC=C1)C (1-(4-methoxyphenyl)-2-methyl-1H-imidazole). The yield is 41.0%. RXN SMILES: [CH3:1][C:2]1[NH:3][CH:4]=[CH:5][N:6]=1.Br[C:8]1[CH:13]=[CH:12][C:11]([O:14][CH3:15])=[CH:10][CH:9]=1.[K]>[Cu]Br.CN(C)C=O>[CH3:15][O:14][C:11]1[CH:12]=[CH:13][C:8]([N:3]2[CH:4]=[CH:5][N:6]=[C:2]2[CH3:1])=[CH:9][CH:10]=1 |^1:15|. Procedure details: A mixture of 16.4 parts of 2-methyl-1H-imidazole, 37.4 parts of 1-bromo-4-methoxybenzene, 1 part of copper (I) bromide, 20 parts of potassium carbonated and 270 parts of N,N-dimethylformamide is stirred and refluxed for one week. The reaction mixture is cooled, poured onto water and the whole is extracted with 2,2'-oxybispropane. The extract is washed twice with a diluted hydrochloric acid solution. The acid aqueous phase is separated and alkalized with sodium hydroxide. The product is extracted... Reactants: C1CCOC1, CN1CCN(S(=O)(=O)c2ccc(Cl)c([N+](=O)[O-])c2)CC1, NCc1ccccc1. Yields the product CN1CCN(S(=O)(=O)c2ccc(NCc3ccccc3)c([N+](=O)[O-])c2)CC1. RXN SMILES: [CH2:29]1[O:30][CH2:31][CH2:32][CH2:33]1.[Cl:1][c:2]1[c:3]([N+:18](=[O:19])[O-:20])[cH:4][c:5]([S:8](=[O:9])(=[O:10])[N:11]2[CH2:12][CH2:13][N:14]([CH3:17])[CH2:15][CH2:16]2)[cH:6][cH:7]1.[NH2:21][CH2:22][c:23]1[cH:24][cH:25][cH:26][cH:27][cH:28]1>>[c:2]1([NH:21][CH2:22][c:23]2[cH:24][cH:25][cH:26][cH:27][cH:28]2)[c:3]([N+:18](=[O:19])[O-:20])[cH:4][c:5]([S:8](=[O:9])(=[O:10])[N:11]2[CH2:12][CH2:13][N:14]([CH3:17])[CH2:15][CH2:16]2)[cH:6][cH:7]1. The reactants are CCc1c(C(=O)C(N)=O)c2c(OCC(=O)OC)nc(OC)nc2n1Cc1ccccc1, CO, Cl, [Na+], [OH-], O. Product: CCc1c(C(=O)C(N)=O)c2c(OCC(=O)O)nc(OC)nc2n1Cc1ccccc1. As a reaction SMILES: [CH3:1][O:2][C:3]([CH2:4][O:5][c:6]1[c:7]2[c:8]([n:9][c:10]([O:12][CH3:13])[n:11]1)[n:14]([CH2:24][c:25]1[cH:26][cH:27][cH:28][cH:29][cH:30]1)[c:15]([CH2:22][CH3:23])[c:16]2[C:17]([C:18](=[O:19])[NH2:20])=[O:21])=[O:31].[CH3:32][OH:33].[ClH:36].[Na+:35].[OH-:34].[OH2:37]>>[O:2]=[C:3]([CH2:4][O:5][c:6]1[c:7]2[c:8]([n:9][c:10]([O:12][CH3:13])[n:11]1)[n:14]([CH2:24][c:25]1[cH:26][cH:27][cH:28][cH:29][cH:30]1)[c:15]([CH2:22][CH3:23])[c:16]2[C:17]([C:18](=[O:19])[NH2:20])=[O:21])[OH:31]. Starting materials: BrC1=CC2=C(C=3N=C(SC3CCO2)C2=NC(=NN2C(C)C)N)C=C1 (5-(8-Bromo-4,5-dihydro-6-oxa-3-thia-1-aza-benzo[e]azulen-2-yl)-1-isopropyl-1H-[1,2,4]triazol-3-ylamine), CC(CN1N=CC(=C1)B1OC(C(O1)(C)C)(C)C)(C)O (2-methyl-1-(4-(4,4,5,5-tetramethyl-1,3,2-dioxaborolan-2-yl)-1H-pyrazol-1-yl)propan-2-ol). Yields the product NC=1N=C(N(N1)C(C)C)C=1SC=2CCOC3=C(C2N1)C=CC(=C3)C=3C=NN(C3)CC(C)(O)C (1-{4-[2-(5-Amino-2-isopropyl-2H-[1,2,4]triazol-3-yl)-4,5-dihydro-6-oxa-3-thia-1-aza-benzo[e]azulen-8-yl]-pyrazol-1-yl}-2-methyl-propan-2-ol). Reaction SMILES: Br[C:2]1[CH:24]=[CH:23][C:5]2[C:6]3[N:7]=[C:8]([C:14]4[N:18]([CH:19]([CH3:21])[CH3:20])[N:17]=[C:16]([NH2:22])[N:15]=4)[S:9][C:10]=3[CH2:11][CH2:12][O:13][C:4]=2[CH:3]=1.[CH3:25][C:26]([OH:43])([CH3:42])[CH2:27][N:28]1[CH:32]=[C:31](B2OC(C)(C)C(C)(C)O2)[CH:30]=[N:29]1>>[NH2:22][C:16]1[N:15]=[C:14]([C:8]2[S:9][C:10]3[CH2:11][CH2:12][O:13][C:4]4[CH:3]=[C:2]([C:31]5[CH:30]=[N:29][N:28]([CH2:27][C:26]([CH3:42])([OH:43])[CH3:25])[CH:32]=5)[CH:24]=[CH:23][C:5]=4[C:6]=3[N:7]=2)[N:18]([CH:19]([CH3:21])[CH3:20])[N:17]=1. Reported procedure: Similar to as described in General Procedure C, 5-(8-Bromo-4,5-dihydro-6-oxa-3-thia-1-aza-benzo[e]azulen-2-yl)-1-isopropyl-1H-[1,2,4]triazol-3-ylamine was reacted with 2-methyl-1-(4-(4,4,5,5-tetramethyl-1,3,2-dioxaborolan-2-yl)-1H-pyrazol-1-yl)propan-2-ol. Purification of the crude reaction mixture by reverse phase HPLC gave 368. LCMS: 466.2. The reactants are FC(C(=O)O)(F)F (trifluoroacetic acid), C(#N)C=1C=C(C(=O)NC2=C(C(=O)OC(C)(C)C)C=CC(=C2)OC2=CC=CC=C2)C=CC1 (tert-butyl 2-(3-cyanobenzamido)-4-phenoxybenzoate). Product: C(#N)C=1C=C(C(=O)NC2=C(C(=O)O)C=CC(=C2)OC2=CC=CC=C2)C=CC1 (2-(3-cyanobenzamido)-4-phenoxybenzoic acid). Run in C(Cl)Cl (methylene chloride). Run at time 2 hour. Reported procedure: 0.5 mL of trifluoroacetic acid was added to 0.5 mL of methylene chloride solution containing 10 mg of tert-butyl 2-(3-cyanobenzamido)-4-phenoxybenzoate and stirred at room temperature for 2 hours. The solvent was evaporated under reduced pressure and diisopropyl ether was added to the obtained residue and a solid substance was separated by filtration to obtain 5.0 mg of 2-(3-cyanobenzamido)-4-phenoxybenzoic acid as white solid. Reaction SMILES: FC(F)(F)C(O)=O.[C:8]([C:10]1[CH:11]=[C:12]([CH:36]=[CH:37][CH:38]=1)[C:13]([NH:15][C:16]1[CH:28]=[C:27]([O:29][C:30]2[CH:35]=[CH:34][CH:33]=[CH:32][CH:31]=2)[CH:26]=[CH:25][C:17]=1[C:18]([O:20]C(C)(C)C)=[O:19])=[O:14])#[N:9]>C(Cl)Cl>[C:8]([C:10]1[CH:11]=[C:12]([CH:36]=[CH:37][CH:38]=1)[C:13]([NH:15][C:16]1[CH:28]=[C:27]([O:29][C:30]2[CH:31]=[CH:32][CH:33]=[CH:34][CH:35]=2)[CH:26]=[CH:25][C:17]=1[C:18]([OH:20])=[O:19])=[O:14])#[N:9]. Isolated yield 57.8%. Starting materials: CCCO, CN(C)CCN, Cc1ccc(Cl)c([N+](=O)[O-])c1. Yields the product Cc1ccc(NCCN(C)C)c([N+](=O)[O-])c1. As a reaction SMILES: [CH2:18]([OH:19])[CH2:20][CH3:21].[CH3:12][N:13]([CH2:14][CH2:15][NH2:16])[CH3:17].[Cl:1][c:2]1[c:3]([N+:9](=[O:10])[O-:11])[cH:4][c:5]([CH3:8])[cH:6][cH:7]1>>[c:2]1([NH:16][CH2:15][CH2:14][N:13]([CH3:12])[CH3:17])[c:3]([N+:9](=[O:10])[O-:11])[cH:4][c:5]([CH3:8])[cH:6][cH:7]1. Starting materials: C(C)(=O)O[BH-](OC(C)=O)OC(C)=O.[Na+] (Sodium triacetoxyborohydride), CC1(CCC(CC1)C=O)C (4,4-dimethylcyclohexanecarbaldehyde), C(C1=CC=CC=C1)N (benzylamine), C(C)(=O)O (acetic acid). Run in CO (methanol). Run at time 16 hour. Product: CC1(CCC(CC1)CNCC1=CC=CC=C1)C ([(4,4-dimethyl cyclohexyl)methyl](phenylmethyl)amine). As a reaction SMILES: [CH3:1][C:2]1([CH3:10])[CH2:7][CH2:6][CH:5]([CH:8]=O)[CH2:4][CH2:3]1.[CH2:11]([NH2:18])[C:12]1[CH:17]=[CH:16][CH:15]=[CH:14][CH:13]=1.C(O)(=O)C.C(O[BH-](OC(=O)C)OC(=O)C)(=O)C.[Na+]>CO>[CH3:1][C:2]1([CH3:10])[CH2:7][CH2:6][CH:5]([CH2:8][NH:18][CH2:11][C:12]2[CH:17]=[CH:16][CH:15]=[CH:14][CH:13]=2)[CH2:4][CH2:3]1 |f:3.4|. Procedure details: A solution of 4,4-dimethylcyclohexanecarbaldehyde (6.6 g, 0.047 mol), benzylamine (5.0 g, 0.047 mol) and acetic acid (1 mL) in methanol (60 mL) was stirred for 30 min at room temperature. Sodium triacetoxyborohydride (10.0 g, 0.047 mol) was added in one portion and the mixture was stirred at room temperature for 16 hr. The reaction mixture was concentrated in vacuo and partitioned between dichloromethane and water. The organic phase was washed with brine, silica gel was added and the mixture was... Starting materials: C(C1=CC=CC=C1)N1CC(C(CC1)=O)C1=CC=C(C=C1)Cl (1-benzyl-3-(4-chloro-phenyl)-piperidin-4-one), N1CCCC1 (pyrrolidine), FC(C=1C=C(C(=O)Cl)C=C(C1)C(F)(F)F)(F)F (3,5-bistrifluoromethyl-benzoyl chloride). The product is FC(C=1C=C(C=C(C1)C(F)(F)F)C(=O)N1C[C@H]([C@H](CC1)N1CCCC1)C1=CC=C(C=C1)Cl)(F)F (Rac-cis-(3,5-Bis-trifluoromethyl-phenyl)-[3-(4-chloro-phenyl)-4-pyrrolidin-1-yl-piperidin-1-yl]-methanone). RXN SMILES: C([N:8]1[CH2:13][CH2:12][C:11](=O)[CH:10]([C:15]2[CH:20]=[CH:19][C:18]([Cl:21])=[CH:17][CH:16]=2)[CH2:9]1)C1C=CC=CC=1.[NH:22]1[CH2:26][CH2:25][CH2:24][CH2:23]1.[F:27][C:28]([F:43])([F:42])[C:29]1[CH:30]=[C:31]([CH:35]=[C:36]([C:38]([F:41])([F:40])[F:39])[CH:37]=1)[C:32](Cl)=[O:33]>>[F:27][C:28]([F:43])([F:42])[C:29]1[CH:30]=[C:31]([C:32]([N:8]2[CH2:13][CH2:12][C@H:11]([N:22]3[CH2:26][CH2:25][CH2:24][CH2:23]3)[C@H:10]([C:15]3[CH:16]=[CH:17][C:18]([Cl:21])=[CH:19][CH:20]=3)[CH2:9]2)=[O:33])[CH:35]=[C:36]([C:38]([F:41])([F:40])[F:39])[CH:37]=1. Reported procedure: The title compound, MS: m/e=505.2 (M+H+), was prepared in accordance with the general method of example 52 from 1-benzyl-3-(4-chloro-phenyl)-piperidin-4-one, pyrrolidine and 3,5-bistrifluoromethyl-benzoyl chloride. Reactants: O=Cc1cc2cnc(Cl)nc2n1C1CCCC1, CN(C)C=O, O. Yields the product O=C(O)c1cc2cnc(Cl)nc2n1C1CCCC1. RXN SMILES: [Cl:1][c:2]1[n:3][cH:4][c:5]2[c:6]([n:7]1)[n:8]([CH:13]1[CH2:14][CH2:15][CH2:16][CH2:17]1)[c:9]([CH:11]=[O:12])[cH:10]2.[O:19]=[CH:20][N:21]([CH3:22])[CH3:23].[OH2:18]>>[Cl:1][c:2]1[n:3][cH:4][c:5]2[c:6]([n:7]1)[n:8]([CH:13]1[CH2:14][CH2:15][CH2:16][CH2:17]1)[c:9]([C:11](=[O:12])[OH:18])[cH:10]2.